From a dataset of the Open Reaction Database (ORD), a public repository of structured organic reaction records. describe an organic reaction: reactants, conditions, products, and yield Starting materials: C(C1=CC=CC=C1)(=O)OC1CC(N(C(C1)(C)C)O)(C)C (4-benzoyloxy-1-oxyl-2,2,6,6-tetramethylpiperidine), S(=O)(=O)([O-])[O-].[Mg+2] (magnesium sulfate), C(C=C)(=O)OC1CC(N(C(C1)(C)C)OCCCCCCCC)(C)C (1-octyloxy-2,2,6,6-tetramethylpiperidin-4-yl acrylate), CC(C)([O-])C.[K+] (potassium tert-butoxide). The reagents and catalysts are [Pd] (palladium on carbon). Solvent: O1CCCC1 (tetrahydrofuran), O1CCCC1 (tetrahydrofuran). Reaction conditions: time 5 day. Product: C(C1=CC=CC=C1)(=O)OC1CC(N(C(C1)(C)C)OCCC(=O)OC1CC(N(C(C1)(C)C)OCCCCCCCC)(C)C)(C)C (4-Benzoyloxy-1-[2-(1-octyloxy-2,2,6,6-tetramethylpiperidin-4-oxycarbonyl)ethoxy]-2,2,6,6-tetramethyl-piperidine). Isolated yield 35.5%. As a reaction SMILES: [C:1]([O:9][CH:10]1[CH2:15][C:14]([CH3:17])([CH3:16])[N:13]([OH:18])[C:12]([CH3:20])([CH3:19])[CH2:11]1)(=[O:8])[C:2]1[CH:7]=[CH:6][CH:5]=[CH:4][CH:3]=1.S([O-])([O-])(=O)=O.[Mg+2].[C:27]([O:31][CH:32]1[CH2:37][C:36]([CH3:39])([CH3:38])[N:35]([O:40][CH2:41][CH2:42][CH2:43][CH2:44][CH2:45][CH2:46][CH2:47][CH3:48])[C:34]([CH3:50])([CH3:49])[CH2:33]1)(=[O:30])[CH:28]=[CH2:29].CC(C)([O-])C.[K+]>[Pd].O1CCCC1>[C:1]([O:9][CH:10]1[CH2:11][C:12]([CH3:20])([CH3:19])[N:13]([O:18][CH2:29][CH2:28][C:27]([O:31][CH:32]2[CH2:33][C:34]([CH3:49])([CH3:50])[N:35]([O:40][CH2:41][CH2:42][CH2:43][CH2:44][CH2:45][CH2:46][CH2:47][CH3:48])[C:36]([CH3:38])([CH3:39])[CH2:37]2)=[O:30])[C:14]([CH3:16])([CH3:17])[CH2:15]1)(=[O:8])[C:2]1[CH:3]=[CH:4][CH:5]=[CH:6][CH:7]=1 |f:1.2,4.5|. Reported procedure: A mixture of 19.2 grams (69.6 mmol) of 4-benzoyloxy-1-oxyl-2,2,6,6-tetramethylpiperidine, 0.8 grams of 10% palladium on carbon, 2.0 grams of anhydrous magnesium sulfate and 100 ml of anhydrous tetrahydrofuran is hydrogenated (48 psi, 25° C.) on a Parr apparatus for three hours. Solids are then removed by filtration. To the filtrate are added 19.7 grams (58.0 mmol) of 1-octyloxy-2,2,6,6-tetramethylpiperidin-4-yl acrylate, 0.8 gram of potassium tert-butoxide and 40 ml of tetrahydrofuran. The react... Starting materials: ClC1=C(C=CC=C1)C(=O)C1=C(C=CC(=C1)Cl)O ((2-chlorophenyl)-(5-chloro-2-hydroxyphenyl)-methanone), NCCC(C)O (4-aminobutan-2-ol). Yields the product ClC1=C(C=CC=C1)C(C1=C(C=CC(=C1)Cl)O)=NCCC(C)O (4-{[(2-Chlorophenyl)-(5-chloro-2-hydroxyphenyl)-methylene]amino}-butan-2-ol). As a reaction SMILES: [Cl:1][C:2]1[CH:7]=[CH:6][CH:5]=[CH:4][C:3]=1[C:8]([C:10]1[CH:15]=[C:14]([Cl:16])[CH:13]=[CH:12][C:11]=1[OH:17])=O.[NH2:18][CH2:19][CH2:20][CH:21]([OH:23])[CH3:22]>>[Cl:1][C:2]1[CH:7]=[CH:6][CH:5]=[CH:4][C:3]=1[C:8](=[N:18][CH2:19][CH2:20][CH:21]([OH:23])[CH3:22])[C:10]1[CH:15]=[C:14]([Cl:16])[CH:13]=[CH:12][C:11]=1[OH:17]. Procedure details: The enantiomers of this compound were prepared in the same manner by a reaction between (2-chlorophenyl)-(5-chloro-2-hydroxyphenyl)-methanone and the enantiomers of 4-aminobutan-2-ol. Reactants: Cc1c(Nc2ccc(I)cc2F)c(N)c2n(c1=O)CCO2, O=S(=O)(Cl)CCC1COC1, c1ccncc1. The product is Cc1c(Nc2ccc(I)cc2F)c(NS(=O)(=O)CCC2COC2)c2n(c1=O)CCO2. RXN SMILES: [NH2:1][c:2]1[c:3]2[n:4]([c:5](=[O:18])[c:6]([CH3:17])[c:7]1[NH:8][c:9]1[c:10]([F:16])[cH:11][c:12]([I:15])[cH:13][cH:14]1)[CH2:19][CH2:20][O:21]2.[O:22]1[CH2:23][CH:24]([CH2:26][CH2:27][S:28](=[O:29])(=[O:30])[Cl:31])[CH2:25]1.[cH:32]1[cH:33][cH:34][n:35][cH:36][cH:37]1>>[NH:1]([c:2]1[c:3]2[n:4]([c:5](=[O:18])[c:6]([CH3:17])[c:7]1[NH:8][c:9]1[c:10]([F:16])[cH:11][c:12]([I:15])[cH:13][cH:14]1)[CH2:19][CH2:20][O:21]2)[S:28]([CH2:27][CH2:26][CH:24]1[CH2:23][O:22][CH2:25]1)(=[O:29])=[O:30]. Starting materials: N[C@@H]1CC[C@H](CC1)[C@@H](C(N1CSCC1)=O)NC(OC(C)(C)C)=O (tert-butyl trans-(1S)-1-(4-aminocyclohexyl)-2-oxo-2-(1,3-thiazolidin-3-yl)ethyl-carbamate), C1=CC(=CC=C1S(=O)(=O)Cl)I (pipsyl chloride), N1=CC=CC=C1 (pyridine). Product: N[C@H](C(N1CSCC1)=O)C1CCC(CC1)NS(=O)(=O)C1=CC=C(C=C1)I (N-{4-[(1S)-1-amino-2-oxo-2-(1,3-thiazolidin-3-yl)ethyl]cyclohexyl}-4-iodo-benzenesulfonamide). RXN SMILES: [NH2:1][C@H:2]1[CH2:7][CH2:6][C@H:5]([C@H:8]([NH:16]C(=O)OC(C)(C)C)[C:9](=[O:15])[N:10]2[CH2:14][CH2:13][S:12][CH2:11]2)[CH2:4][CH2:3]1.[CH:24]1[C:29]([S:30](Cl)(=[O:32])=[O:31])=[CH:28][CH:27]=[C:26]([I:34])[CH:25]=1.N1C=CC=CC=1>C(Cl)Cl>[NH2:16][C@@H:8]([CH:5]1[CH2:4][CH2:3][CH:2]([NH:1][S:30]([C:29]2[CH:24]=[CH:25][C:26]([I:34])=[CH:27][CH:28]=2)(=[O:32])=[O:31])[CH2:7][CH2:6]1)[C:9](=[O:15])[N:10]1[CH2:14][CH2:13][S:12][CH2:11]1. The solvent is C(Cl)Cl (methylene chloride). Run at time 16 hour. Isolated yield 72.0%. Reported procedure: To a solution of 50 mg (0.139 mmol) of tert-butyl trans-(1S)-1-(4-aminocyclohexyl)-2-oxo-2-(1,3-thiazolidin-3-yl)ethyl-carbamate in 1 mL of methylene chloride was added 53 mg (0.175 mmol) of pipsyl chloride, and 0.022 mL (0.27 mmol) of pyridine, and the reaction was stirred at ambient temperature for 16 h. The solvent was removed in vacuo and the product purified by preparative thin layer chromatography (TLC) (silica gel, 5:95 methanol:methylene chloride) afforded 51 mg of the title compound as ... The reactants are OC[C@H]([C@H]1CC[C@H]2[C@@H]3CCC4=CC(CC[C@]4(C)[C@H]3CC[C@]12C)=O)C ((20S)-21-hydroxy-20-methylpregn-4-en-3-one), [OH-].[Na+] (sodium hydroxide), OO (hydrogen peroxide), [OH-].[Na+] (sodium hydroxide). Run in CO (methanol), ClCCl (dichloromethane), O (water). Run at time 1 hour. The product is O1C2C13CC[C@H]1[C@@H]4CC[C@H]([C@@H](CO)C)[C@]4(CC[C@@H]1[C@]3(CCC2=O)C)C ((20S)-4,5-epoxy-21-hydroxy-20-methylpregnan-3-one). Yield: 73.1%. As a reaction SMILES: [OH:1][CH2:2][C@@H:3]([CH3:24])[C@@H:4]1[C@:21]2([CH3:22])[C@H:7]([C@H:8]3[C@H:18]([CH2:19][CH2:20]2)[C@:16]2([CH3:17])[C:11](=[CH:12][C:13](=[O:23])[CH2:14][CH2:15]2)[CH2:10][CH2:9]3)[CH2:6][CH2:5]1.[OH:25]O.[OH-].[Na+]>CO.ClCCl.O>[O:25]1[C:11]23[C@:16]([CH3:17])([CH2:15][CH2:14][C:13](=[O:23])[CH:12]12)[C@@H:18]1[C@H:8]([C@H:7]2[C@:21]([CH3:22])([CH2:20][CH2:19]1)[C@@H:4]([C@H:3]([CH3:24])[CH2:2][OH:1])[CH2:5][CH2:6]2)[CH2:9][CH2:10]3 |f:2.3|. Procedure details: A solution of (20S)-21-hydroxy-20-methylpregn-4-en-3-one (12.8 mmole) in methanol (55 mL) and dichloromethane (11 mL) was cooled to 12° C. and treated in one portion with 30% aqueous hydrogen peroxide (3.3 mL) followed by dropwise addition of an aqueous sodium hydroxide solution prepared by dissolving sodium hydroxide (0.38 g) in water (2.2 mL). After one hour, the cooling bath was removed and the reaction was stirred for an additional 3 hours. Most of the solvent was then removed in vacuo. The ...